From a dataset of the Open Reaction Database (ORD), a public repository of structured organic reaction records. describe an organic reaction: reactants, conditions, products, and yield Starting materials: [Sn](Cl)(Cl)(Cl)Cl (tin chloride), CC1=C2[C@H](C(=O)[C@@]3([C@H](C[C@@H]4[C@]([C@H]3[C@@H]([C@@](C2(C)C)(C[C@@H]1OC(=O)[C@@H]([C@H](C=5C=CC=CC5)NC(=O)C=6C=CC=CC6)O)O)OC(=O)C=7C=CC=CC7)(CO4)OC(=O)C)O)C)OC(=O)C (taxol), [BH4-].C(CCC)[N+](CCCC)(CCCC)CCCC (tetrabutylammonium borohydride). Solvent: ClCCl (dichloromethane). Yields the product CC1=C2[C@H](C(=O)[C@@]3([C@H](C[C@@H]4[C@]([C@H]3[C@@H]([C@@](C2(C)C)(C[C@@H]1O)O)OC(=O)C=5C=CC=CC5)(CO4)OC(=O)C)O)C)OC(=O)C (Baccatin III). Isolated yield 121.7%. RXN SMILES: [Sn](Cl)(Cl)(Cl)Cl.[CH3:6][C:7]1[C@@H:24]([O:25]C([C@H](O)[C@@H](NC(C2C=CC=CC=2)=O)C2C=CC=CC=2)=O)[CH2:23][C@:19]2([OH:46])[C:20]([CH3:22])([CH3:21])[C:8]=1[C@@H:9]([O:64][C:65]([CH3:67])=[O:66])[C:10]([C@@:12]1([CH3:63])[C@H:17]([C@@H:18]2[O:47][C:48]([C:50]2[CH:51]=[CH:52][CH:53]=[CH:54][CH:55]=2)=[O:49])[C@:16]2([O:58][C:59]([CH3:61])=[O:60])[CH2:56][O:57][C@@H:15]2[CH2:14][C@@H:13]1[OH:62])=[O:11].[BH4-].C([N+](CCCC)(CCCC)CCCC)CCC>ClCCl>[CH3:6][C:7]1[C@@H:24]([OH:25])[CH2:23][C@:19]2([OH:46])[C:20]([CH3:21])([CH3:22])[C:8]=1[C@@H:9]([O:64][C:65]([CH3:67])=[O:66])[C:10]([C@@:12]1([CH3:63])[C@H:17]([C@@H:18]2[O:47][C:48]([C:50]2[CH:51]=[CH:52][CH:53]=[CH:54][CH:55]=2)=[O:49])[C@:16]2([O:58][C:59]([CH3:61])=[O:60])[CH2:56][O:57][C@@H:15]2[CH2:14][C@@H:13]1[OH:62])=[O:11] |f:2.3|. Procedure details: In the third embodiment, the addition of 10% tin chloride (based on the taxol in the starting material) to tetrabutylammonium borohydride in dichloromethane at 0° C. for one hour resulted in a 121.7% yield of Baccatin III. It would appear material other then just the cephalomannine and taxol in the starting material was cleaved to produce Baccatin III. It is hypothesized that certain taxol compounds may be bound to sugars and other biological material and that these may have been converted to Ba... Starting materials: [BH4-], CCO, Cl, [Na+], COc1cccc(C=O)c1O, CC(N)c1ccccc1. Yields the product COc1cccc(CNC(C)c2ccccc2)c1O. RXN SMILES: [BH4-:21].[CH2:24]([OH:25])[CH3:26].[ClH:23].[Na+:22].[OH:10][c:11]1[c:12]([CH:13]=[O:14])[cH:15][cH:16][cH:17][c:18]1[O:19][CH3:20].[c:1]1([CH:7]([CH3:8])[NH2:9])[cH:2][cH:3][cH:4][cH:5][cH:6]1>>[c:1]1([CH:7]([CH3:8])[NH:9][CH2:13][c:12]2[c:11]([OH:10])[c:18]([O:19][CH3:20])[cH:17][cH:16][cH:15]2)[cH:2][cH:3][cH:4][cH:5][cH:6]1. Reactants: C(C1=CC=CC=C1)N(C1=CC(=C(C(=C1)F)NC(OCC)=O)F)CC1=CC=CC=C1 (ethyl [4-(dibenzylamino)-2,6-difluorophenyl]carbamate), [OH-].[K+] (potassium hydroxide). Solvent: C(C)O (ethanol). Product: C(C1=CC=CC=C1)N(C1=CC(=C(C(=C1)F)N)F)CC1=CC=CC=C1 (N4,N4-Dibenzyl-2,6-difluorobenzene-1,4-diamine). RXN SMILES: [CH2:1]([N:8]([CH2:23][C:24]1[CH:29]=[CH:28][CH:27]=[CH:26][CH:25]=1)[C:9]1[CH:14]=[C:13]([F:15])[C:12]([NH:16]C(=O)OCC)=[C:11]([F:22])[CH:10]=1)[C:2]1[CH:7]=[CH:6][CH:5]=[CH:4][CH:3]=1.[OH-].[K+]>C(O)C>[CH2:23]([N:8]([CH2:1][C:2]1[CH:7]=[CH:6][CH:5]=[CH:4][CH:3]=1)[C:9]1[CH:10]=[C:11]([F:22])[C:12]([NH2:16])=[C:13]([F:15])[CH:14]=1)[C:24]1[CH:25]=[CH:26][CH:27]=[CH:28][CH:29]=1 |f:1.2|. Procedure: 2.10 g (5.30 mmol) of ethyl [4-(dibenzylamino)-2,6-difluorophenyl]carbamate are dissolved in 40 ml of ethanol. 3.0 g (53 mmol) of powdered potassium hydroxide are added, and the mixture is heated at reflux for 20 hours. The solvent is then removed, and water and dichloromethane are added to the residue. The organic phase is separated off, washed three times with water, dried over sodium sulfate and concentrated. The residue is taken up in ethyl acetate and clarified over activated carbon. Using ...